From a dataset of the Open Reaction Database (ORD), a public repository of structured organic reaction records. describe an organic reaction: reactants, conditions, products, and yield Reactants: Cc1ccc(C(=O)O)cc1B1OC(C)(C)C(C)(C)O1, CN(C)CCNc1nc(Cl)c2c(n1)N(c1c(F)cccc1F)C(=O)NC2, [K+], [K+], O=C([O-])[O-], C1COCCO1, O. Product: Cc1ccc(C(=O)O)cc1-c1nc(NCCN(C)C)nc2c1CNC(=O)N2c1c(F)cccc1F. As a reaction SMILES: [CH3:27][c:28]1[c:29]([B:37]2[O:38][C:39]([CH3:40])([CH3:41])[C:42]([CH3:43])([CH3:44])[O:45]2)[cH:30][c:31]([C:32](=[O:33])[OH:34])[cH:35][cH:36]1.[Cl:1][c:2]1[c:3]2[c:4]([n:5][c:6]([NH:8][CH2:9][CH2:10][N:11]([CH3:12])[CH3:13])[n:7]1)[N:14]([c:19]1[c:20]([F:26])[cH:21][cH:22][cH:23][c:24]1[F:25])[C:15](=[O:18])[NH:16][CH2:17]2.[K+:46].[K+:47].[O-:48][C:49]([O-:50])=[O:51].[O:52]1[CH2:53][CH2:54][O:55][CH2:56][CH2:57]1.[OH2:58]>>[c:2]1(-[c:29]2[c:28]([CH3:27])[cH:36][cH:35][c:31]([C:32](=[O:33])[OH:34])[cH:30]2)[c:3]2[c:4]([n:5][c:6]([NH:8][CH2:9][CH2:10][N:11]([CH3:12])[CH3:13])[n:7]1)[N:14]([c:19]1[c:20]([F:26])[cH:21][cH:22][cH:23][c:24]1[F:25])[C:15](=[O:18])[NH:16][CH2:17]2. Starting materials: C[Si](C)(C)I (trimethylsilyl iodide), ClC=1C=C(C=CC1F)NC(=O)C1=CC=CC2=CC(=CC=C12)OC=1C=NC(=CC1)OC (N-(3-chloro-4-fluorophenyl)-6-((6-(methoxy)-3-pyridinyl)oxy)-1-naphthalenecarboxamide), CO (MeOH). The solvent is C(Cl)(Cl)Cl (chloroform). Conditions: temperature 70 celsius, time 15 minute. Product: ClC=1C=C(C=CC1F)NC(=O)C1=CC=CC2=CC(=CC=C12)OC1=CNC(C=C1)=O (N-(3-chloro-4-fluorophenyl)-6-((6-oxo-1,6-dihydro-3-pyridinyl)oxy)-1-naphthalenecarboxamide). RXN SMILES: [Cl:1][C:2]1[CH:3]=[C:4]([NH:9][C:10]([C:12]2[C:21]3[C:16](=[CH:17][C:18]([O:22][C:23]4[CH:24]=[N:25][C:26]([O:29]C)=[CH:27][CH:28]=4)=[CH:19][CH:20]=3)[CH:15]=[CH:14][CH:13]=2)=[O:11])[CH:5]=[CH:6][C:7]=1[F:8].C[Si](I)(C)C.CO>C(Cl)(Cl)Cl>[Cl:1][C:2]1[CH:3]=[C:4]([NH:9][C:10]([C:12]2[C:21]3[C:16](=[CH:17][C:18]([O:22][C:23]4[CH:28]=[CH:27][C:26](=[O:29])[NH:25][CH:24]=4)=[CH:19][CH:20]=3)[CH:15]=[CH:14][CH:13]=2)=[O:11])[CH:5]=[CH:6][C:7]=1[F:8]. Procedure details: To a stirred solution/suspension of N-(3-chloro-4-fluorophenyl)-6-((6-(methoxy)-3-pyridinyl)oxy)-1-naphthalenecarboxamide (167 mg, 0.39 mmol) in chloroform (4.7 mL) was added trimethylsilyl iodide (Aldrich, 221 mg, 1.10 mmol). The reaction mixture was heated at 70° C. (oil bath) for 2.5 h, cooled to RT and MeOH (1 mL) was added. After stirring for 15 min, the dark yellow solution was concentrated in vacuo and treated with concentrated aqueous NH4OH (3 mL). The title compound was isolated by filt... Starting materials: Cl (hydrochloric acid), ClC1=C(C(=O)NCC23CC4CC(CC(C2)C4)C3)C=C(C=C1)CC=O (2-chloro-5-(2-oxoethyl)-N-(tricyclo[3.3.1.13,7]dec-1-ylmethyl)-benzamide), C12N(CC(NC1)C2)C(=O)OC(C)(C)C (2,5-diazabicyclo[2.2.1]heptane-2-carboxylic acid, 1,1-dimethylethyl ester), C(C)(=O)O[BH-](OC(C)=O)OC(C)=O.[Na+] (sodium triacetoxyborohydride). Run in O1CCOCC1 (dioxane), CO (methanol), ClCCCl (1,2-dichloroethane). Run at time 14 hour. Product: Cl.ClC1=C(C(=O)NCC23CC4CC(CC(C2)C4)C3)C=C(C=C1)CCN1C3CNC(C1)C3 (2-Chloro-5-[2-(2,5-diazabicyclo[2.2.1]hept-2-yl)ethyl]-N-(tricyclo[3.3.1.13,7]dec-1-ylmethyl)-benzamide, hydrochloride salt). Isolated yield 106.2%. RXN SMILES: [Cl:1][C:2]1[CH:21]=[CH:20][C:19]([CH2:22][CH:23]=O)=[CH:18][C:3]=1[C:4]([NH:6][CH2:7][C:8]12[CH2:17][CH:12]3[CH2:13][CH:14]([CH2:16][CH:10]([CH2:11]3)[CH2:9]1)[CH2:15]2)=[O:5].[CH:25]12[CH2:31][CH:28]([NH:29][CH2:30]1)[CH2:27][N:26]2C(OC(C)(C)C)=O.C(O[BH-](OC(=O)C)OC(=O)C)(=O)C.[Na+].Cl>CO.O1CCOCC1.ClCCCl>[ClH:1].[Cl:1][C:2]1[CH:21]=[CH:20][C:19]([CH2:22][CH2:23][N:26]2[CH2:27][CH:28]3[CH2:31][CH:25]2[CH2:30][NH:29]3)=[CH:18][C:3]=1[C:4]([NH:6][CH2:7][C:8]12[CH2:17][CH:12]3[CH2:11][CH:10]([CH2:16][CH:14]([CH2:13]3)[CH2:15]1)[CH2:9]2)=[O:5] |f:2.3,8.9|. Reported procedure: Prepared according to the method described in Example 66c from 2-chloro-5-(2-oxoethyl)-N-(tricyclo[3.3.1.13,7]dec-1-ylmethyl)-benzamide (0.094 g, Example 66b), 2,5-diazabicyclo[2.2.1]heptane-2-carboxylic acid, 1,1-dimethylethyl ester (0.108 g), sodium triacetoxyborohydride (0.081 g) and 1,2-dichloroethane (2 ml). After work-up, the residue was purified by HPLC eluting with a gradient of 0-5% ethanol in dichloromethane. The white powder obtained was dissolved in methanol (2 ml) and a solution of ... Starting materials: N1C=NC2=C1C=CC=C2C(=O)N2CCC1(CC2)OC=2C=CC=CC2C=2N(N=CC21)C ((1H-benzo[d]imidazol-4-yl)(1-methyl-1H-spiro[chromeno[4,3-c]pyrazole-4,4′-piperidine]-1′-yl)methanone), [H-].[Na+] (NaH), CI (MeI). Run in CO (methanol), C1CCOC1 (THF). Reaction conditions: temperature 0 celsius, time 30 minute. Yields the product CN1C=NC2=C1C(=CC=C2)C(=O)N2CCC1(CC2)OC=2C=CC=CC2C=2N(N=CC21)C ((3-methylbenzoimidazol-4-yl)-(1-methyl-1H-spiro[chromeno[4,3-c]pyrazole-4,4′-piperidine]-1′-yl)methanone). As a reaction SMILES: [NH:1]1[C:5]2[CH:6]=[CH:7][CH:8]=[C:9]([C:10]([N:12]3[CH2:17][CH2:16][C:15]4([C:29]5[CH:28]=[N:27][N:26]([CH3:30])[C:25]=5[C:24]5[CH:23]=[CH:22][CH:21]=[CH:20][C:19]=5[O:18]4)[CH2:14][CH2:13]3)=[O:11])[C:4]=2[N:3]=[CH:2]1.[H-].[Na+].[CH3:33]I>C1COCC1.CO>[CH3:33][N:3]1[C:4]2[C:9]([C:10]([N:12]3[CH2:17][CH2:16][C:15]4([C:29]5[CH:28]=[N:27][N:26]([CH3:30])[C:25]=5[C:24]5[CH:23]=[CH:22][CH:21]=[CH:20][C:19]=5[O:18]4)[CH2:14][CH2:13]3)=[O:11])=[CH:8][CH:7]=[CH:6][C:5]=2[N:1]=[CH:2]1 |f:1.2|. Procedure: To a solution of (1H-benzo[d]imidazol-4-yl)(1-methyl-1H-spiro[chromeno[4,3-c]pyrazole-4,4′-piperidine]-1′-yl)methanone (21 mg, 0.052 mmol) in dry THF (0.2 mL) under N2 was added NaH (1.9 mg, 0.079 mmol) at 0° C. After 30 min, MeI (3.3 μL, 0.052 mmol) was added and the mixture was stirred at 0° C. for 1 h. The reaction mixture was quenched with water and the solvent removed under vacuum to yield a crude residue that was taken up in methanol and purified by reverse phase HPLC to give (3-methylbenz... Starting materials: ClC=1C=C(C=CC1Cl)CC(=O)Cl (3,4-dichlorophenylacetyl chloride), C1(=CC=CC=C1)NCCC(=O)OCC (ethyl N-phenyl-3-aminopropionate). The product is ClC=1C=C(C=CC1Cl)CC(=O)N(C1=CC=CC=C1)CCC(=O)OCC (ethyl 3-[2-(3,4-dichlorophenyl)-N-phenyl-acetamido]propanoate). RXN SMILES: [Cl:1][C:2]1[CH:3]=[C:4]([CH2:9][C:10](Cl)=[O:11])[CH:5]=[CH:6][C:7]=1[Cl:8].[C:13]1([NH:19][CH2:20][CH2:21][C:22]([O:24][CH2:25][CH3:26])=[O:23])[CH:18]=[CH:17][CH:16]=[CH:15][CH:14]=1>>[Cl:1][C:2]1[CH:3]=[C:4]([CH2:9][C:10]([N:19]([CH2:20][CH2:21][C:22]([O:24][CH2:25][CH3:26])=[O:23])[C:13]2[CH:18]=[CH:17][CH:16]=[CH:15][CH:14]=2)=[O:11])[CH:5]=[CH:6][C:7]=1[Cl:8]. Procedure: By a procedure similar to that of example 1.115.1, starting from 3,4-dichlorophenylacetyl chloride and ethyl N-phenyl-3-aminopropionate, ethyl 3-[2-(3,4-dichlorophenyl)-N-phenyl-acetamido]propanoate was obtained as yellowish oil. Starting materials: Clc1ccc(-n2ccc(OCCOCCBr)n2)cc1Cl, O=C([O-])[O-], C1CCNCC1, CN(C)C=O, [I-], [K+], [K+], [Na+]. Product: Clc1ccc(-n2ccc(OCCOCCN3CCCCC3)n2)cc1Cl. Reaction SMILES: [Br:1][CH2:2][CH2:3][O:4][CH2:5][CH2:6][O:7][c:8]1[n:9][n:10](-[c:13]2[cH:14][c:15]([Cl:20])[c:16]([Cl:19])[cH:17][cH:18]2)[cH:11][cH:12]1.[C:27](=[O:28])([O-:29])[O-:30].[CH2:21]1[CH2:22][CH2:23][NH:24][CH2:25][CH2:26]1.[CH3:35][N:36]([CH3:37])[CH:38]=[O:39].[I-:34].[K+:31].[K+:32].[Na+:33]>>[CH2:2]([CH2:3][O:4][CH2:5][CH2:6][O:7][c:8]1[n:9][n:10](-[c:13]2[cH:14][c:15]([Cl:20])[c:16]([Cl:19])[cH:17][cH:18]2)[cH:11][cH:12]1)[N:24]1[CH2:23][CH2:22][CH2:21][CH2:26][CH2:25]1.